Dataset: the Open Reaction Database (ORD), a public repository of structured organic reaction records. Task: describe an organic reaction: reactants, conditions, products, and yield Reactants: BrC1=NC=CC2=C1N(C(N2)=O)C (4-bromo-3-methyl-1H-imidazo[4,5-c]pyridin-2(3H)-one), C([O-])([O-])=O.[Na+].[Na+] (sodium carbonate), CC\C(=C/CC)\B1OC2=C(O1)C=CC=C2 ((Z)-2-(hex-3-en-3-yl)benzo[d][1,3,2]dioxaborole). Run in C1(=CC=CC=C1)C (toluene). Conditions: temperature 90 celsius. The product is CC/C(=C\CC)/C1=NC=CC2=C1N(C(N2)=O)C ((E)-4-(Hex-3-en-3-yl)-3-methyl-1H-imidazo[4,5-c]pyridin-2(3H)-one). The yield is 57.6%. Reaction SMILES: Br[C:2]1[C:7]2[N:8]([CH3:12])[C:9](=[O:11])[NH:10][C:6]=2[CH:5]=[CH:4][N:3]=1.C(=O)([O-])[O-].[Na+].[Na+].[CH3:19][CH2:20]/[C:21](/B1OC2C=CC=CC=2O1)=[CH:22]\[CH2:23][CH3:24]>C1(C)C=CC=CC=1>[CH3:19][CH2:20]/[C:21](/[C:2]1[C:7]2[N:8]([CH3:12])[C:9](=[O:11])[NH:10][C:6]=2[CH:5]=[CH:4][N:3]=1)=[CH:22]\[CH2:23][CH3:24] |f:1.2.3|. Procedure: A mixture of 0.68 g (3.0 mmol) of 4-bromo-3-methyl-1H-imidazo[4,5-c]pyridin-2(3H)-one and 0.17 g (0.20 mmol) of PdCl2dppf-dichloromethane complex was dissolved in 12 mL of toluene and treated with 3.8 mL (7.7 mmol) of 2N sodium carbonate and 0.72 g (3.6 mmol) of (Z)-2-(hex-3-en-3-yl)benzo[d][1,3,2]dioxaborole. The resulting mixture was heated to 90° C. for 5 h, partitioned between water and ethyl acetate, filtered to remove fine precipitates and extracted with ethyl acetate. The combined organic... Reactants: S(=O)(=O)([O-])[O-].[Zr+4].S(=O)(=O)([O-])[O-] (zirconium sulfate), [Zr] (zirconium), zirconia. The solvent is S(O)(O)(=O)=O (sulfuric acid). The product is S(=O)(=O)([O-])[O-].[Zr+4].S(=O)(=O)([O-])[O-] (zirconium sulfate), S(=O)(=O)([O-])[O-] (sulfate). RXN SMILES: [S:1]([O-:5])([O-:4])(=[O:3])=[O:2].[Zr+4:6].[S:7]([O-:11])([O-:10])(=[O:9])=[O:8].[Zr]>S(=O)(=O)(O)O>[S:1]([O-:5])([O-:4])(=[O:3])=[O:2].[Zr+4:6].[S:7]([O-:11])([O-:10])(=[O:9])=[O:8].[S:1]([O-:5])([O-:4])(=[O:3])=[O:2] |f:0.1.2,5.6.7|. Procedure details: It will be evident to those skilled in the art that the preparation of an aqueous zirconium sulfate solution by the dissolution of a zirconium compound such as, for example, zirconia in sulfuric acid will result in an aqueous zirconium sulfate solution with a relatively high sulfate ion content. In the practice of the process of the present invention, it has been found to be preferable to add to the aqueous zirconium sulfate solution sufficient of the ammonia source to provide a molar ammonia co...